Task: describe an organic reaction: reactants, conditions, products, and yield. Dataset: the Open Reaction Database (ORD), a public repository of structured organic reaction records The reactants are Cl (hydrochloric acid), ClC(C)Cl (dichloroethane), BrC1=C(C=C(C=C1OC)OC)F (2-bromo-3,5-dimethoxy-1-fluorobenzene), ClC(C)Cl (dichloroethane), C1(CCCCC1)CC(=O)Cl (cyclohexylacetylchloride), ClC(C)Cl (dichloroethane), trichloride. The reagents and catalysts are [Cl-].[Cl-].[Zn+2] (zinc dichloride). Reaction conditions: time 2 hour. The product is BrC=1C(=C(C(=CC1OC)OC)C(CC1CCCCC1)=O)F (1-(3-bromo-2-fluoro-4,6-dimethoxyphenyl)-2-cyclohexylethane-1-one). Yield: 22.2%. Reaction SMILES: ClC(Cl)C.[Br:5][C:6]1[C:11]([O:12][CH3:13])=[CH:10][C:9]([O:14][CH3:15])=[CH:8][C:7]=1[F:16].[CH:17]1([CH2:23][C:24](Cl)=[O:25])[CH2:22][CH2:21][CH2:20][CH2:19][CH2:18]1.Cl>[Cl-].[Cl-].[Zn+2]>[Br:5][C:6]1[C:7]([F:16])=[C:8]([C:24](=[O:25])[CH2:23][CH:17]2[CH2:22][CH2:21][CH2:20][CH2:19][CH2:18]2)[C:9]([O:14][CH3:15])=[CH:10][C:11]=1[O:12][CH3:13] |f:4.5.6|. Reported procedure: Under nitrogen atmosphere, 6 ml of dichloroethane solution with 2.3 g of 2-bromo-3,5-dimethoxy-1-fluorobenzene and 6 ml of dichloroethane solution with 2.3 g of cyclohexylacetylchloride were dropped sequentially to 15 ml of dichloroethane solution with 1.8 g of alminium trichloride, 180 mg of zinc dichloride at −10° C., and then the mixture was stirred at room temperature for 2 hours. 20% of hydrochloric acid solution was added to the reaction solution, extracted with chloroform. Chloroform laye... Starting materials: Cl.Cl.COC([C@H](CC1=CC=C(C=C1)C1=C(C(=NC=C1)C)C)NC(=O)[C@H]1NCC=2C=C3C(=CC2C1)OC[C@@H](O3)C3=CC=C(C=C3)OCC3=CC(=C(C=C3)Cl)Cl)=O ((S)-2-({(3S,8S)-3-[4-(3,4-Dichloro-benzyloxy)-phenyl]-2,3,6,7,8,9-hexahydro-[1,4]dioxino[2,3-g]isoquinoline-8-carbonyl}-amino)-3-[4-(2,3-dimethyl-pyridin-4-yl)-phenyl]-propionic acid methyl ester bis hydrochloride), C(C)(=O)Cl (acetyl chloride). Product: C(C)(=O)N1CC=2C=C3C(=CC2C[C@H]1C(=O)N[C@H](C(=O)O)CC1=CC=C(C=C1)C1=C(C(=NC=C1)C)C)OC[C@@H](O3)C3=CC=C(C=C3)OCC3=CC(=C(C=C3)Cl)Cl ((S)-2-({(3S,8S)-7-Acetyl-3-[4-(3,4-dichloro-benzyloxy)-phenyl]-2,3,6,7,8,9-hexahydro-[1,4]dioxino[2,3-g]isoquinoline-8-carbonyl}-amino)-3-[4-(2,3-dimethyl-pyridin-4-yl)-phenyl]-propionic acid). As a reaction SMILES: Cl.Cl.C[O:4][C:5](=[O:55])[C@@H:6]([NH:22][C:23]([C@@H:25]1[CH2:34][C:33]2[CH:32]=[C:31]3[O:35][CH2:36][C@H:37]([C:39]4[CH:44]=[CH:43][C:42]([O:45][CH2:46][C:47]5[CH:52]=[CH:51][C:50]([Cl:53])=[C:49]([Cl:54])[CH:48]=5)=[CH:41][CH:40]=4)[O:38][C:30]3=[CH:29][C:28]=2[CH2:27][NH:26]1)=[O:24])[CH2:7][C:8]1[CH:13]=[CH:12][C:11]([C:14]2[CH:19]=[CH:18][N:17]=[C:16]([CH3:20])[C:15]=2[CH3:21])=[CH:10][CH:9]=1.[C:56](Cl)(=[O:58])[CH3:57]>>[C:56]([N:26]1[C@H:25]([C:23]([NH:22][C@@H:6]([CH2:7][C:8]2[CH:9]=[CH:10][C:11]([C:14]3[CH:19]=[CH:18][N:17]=[C:16]([CH3:20])[C:15]=3[CH3:21])=[CH:12][CH:13]=2)[C:5]([OH:4])=[O:55])=[O:24])[CH2:34][C:33]2[CH:32]=[C:31]3[O:35][CH2:36][C@H:37]([C:39]4[CH:40]=[CH:41][C:42]([O:45][CH2:46][C:47]5[CH:52]=[CH:51][C:50]([Cl:53])=[C:49]([Cl:54])[CH:48]=5)=[CH:43][CH:44]=4)[O:38][C:30]3=[CH:29][C:28]=2[CH2:27]1)(=[O:58])[CH3:57] |f:0.1.2|. Reported procedure: (S)-2-({(3S,8S)-3-[4-(3,4-Dichloro-benzyloxy)-phenyl]-2,3,6,7,8,9-hexahydro-[1,4]dioxino[2,3-g]isoquinoline-8-carbonyl}-amino)-3-[4-(2,3-dimethyl-pyridin-4-yl)-phenyl]-propionic acid methyl ester bis hydrochloride (25 mg) was acylated with acetyl chloride according to General Procedure F. The resulting compound was hydrolyzed according to General Procedure B to give the title compound (15 mg). LCMS (m/z): 781.